From a dataset of the Open Reaction Database (ORD), a public repository of structured organic reaction records. describe an organic reaction: reactants, conditions, products, and yield Starting materials: ClC1=CC(=CC=C1)C(=O)OO (m-chloroperbenzoic acid), C(C)SC=1C(=NC=C(C1)C(F)(F)F)C(=O)NC1=NC=C(C=C1)C(F)(F)F (3-ethylsulfanyl-5-trifluoromethyl-N-(5-trifluoromethylpyridin-2-yl)picolinamide), C([O-])(O)=O.[Na+] (sodium bicarbonate), S(=S)(=O)([O-])[O-].[Na+].[Na+] (sodium thiosulfate). Solvent: C(Cl)(Cl)Cl (chloroform). Run at time 2 hour. Product: C(C)S(=O)(=O)C=1C(=NC=C(C1)C(F)(F)F)C(=O)NC1=NC=C(C=C1)C(F)(F)F (3-ethylsulfonyl-5-trifluoromethyl-N-(5-trifluoromethylpyridin-2-yl)picolinamide). Reaction SMILES: Cl[C:2]1C=CC=C(C(OO)=O)[CH:3]=1.C(S[C:15]1[C:16]([C:25]([NH:27][C:28]2[CH:33]=[CH:32][C:31]([C:34]([F:37])([F:36])[F:35])=[CH:30][N:29]=2)=[O:26])=[N:17][CH:18]=[C:19]([C:21]([F:24])([F:23])[F:22])[CH:20]=1)C.C(=O)(O)[O-].[Na+].[S:43]([O-:47])([O-])(=[O:45])=S.[Na+].[Na+]>C(Cl)(Cl)Cl>[CH2:2]([S:43]([C:15]1[C:16]([C:25]([NH:27][C:28]2[CH:33]=[CH:32][C:31]([C:34]([F:37])([F:36])[F:35])=[CH:30][N:29]=2)=[O:26])=[N:17][CH:18]=[C:19]([C:21]([F:24])([F:22])[F:23])[CH:20]=1)(=[O:47])=[O:45])[CH3:3] |f:2.3,4.5.6|. Procedure: 0.36 g of m-chloroperbenzoic acid (purity of 68%) was added to a mixture of 0.20 g of 3-ethylsulfanyl-5-trifluoromethyl-N-(5-trifluoromethylpyridin-2-yl)picolinamide (Compound of Present Invention 1) and 3 mL of chloroform under ice cooling, and the mixture was stirred at room temperature for 2 hours. A saturated aqueous sodium bicarbonate solution and a saturated aqueous sodium thiosulfate solution were poured to the reaction mixture, and the mixture was extracted with ethyl acetate. The organi... Solvent: C(C)(=O)O (acetic acid), C([O-])(O)=O.[Na+] (sodium bicarbonate). Starting materials: B1(OO1)[O-].O.O.O.O.[Na+] (Sodium perborate tetrahydrate), CN(C(CCSC)=O)C=1SC(=NN1)C=1C=NC=CC1 (N-methyl-3-(methylthio)-N-(5-(pyridin-3-yl)-1,3,4-thiadiazol-2-yl)propanamide). Yield: 77.7%. RXN SMILES: B1([O-])OO1.[OH2:5].O.O.O.[Na+].[CH3:10][N:11]([C:18]1[S:19][C:20]([C:23]2[CH:24]=[N:25][CH:26]=[CH:27][CH:28]=2)=[N:21][N:22]=1)[C:12](=[O:17])[CH2:13][CH2:14][S:15][CH3:16]>C(O)(=O)C.C(=O)(O)[O-].[Na+]>[CH3:10][N:11]([C:18]1[S:19][C:20]([C:23]2[CH:24]=[N:25][CH:26]=[CH:27][CH:28]=2)=[N:21][N:22]=1)[C:12](=[O:17])[CH2:13][CH2:14][S:15]([CH3:16])=[O:5] |f:0.1.2.3.4.5,8.9|. Product: CN(C(CCS(=O)C)=O)C=1SC(=NN1)C=1C=NC=CC1 (N-methyl-3-(methylsulfinyl)-N-(5-(pyridin-3-yl)-1,3,4-thiadiazol-2-yl)propanamide). Conditions: temperature 23 celsius, time 3 hour. Procedure: Sodium perborate tetrahydrate (52 mg, 0.34 mmol, 1.0 equiv) was added to a stirred solution of N-methyl-3-(methylthio)-N-(5-(pyridin-3-yl)-1,3,4-thiadiazol-2-yl)propanamide (100 mg, 0.34 mmol, 1.0 equiv) in glacial acetic acid (1.8 mL) at 23° C. The resulting suspension was stirred at 23° C. for 3 h. The reaction mixture was diluted with a saturated solution of sodium bicarbonate (50 mL) and extracted with dichloromethane (5×20 mL). The combined organic layers were dried (Na2SO4), gravity-filter... Reactants: C(C)(=O)O[BH-](OC(C)=O)OC(C)=O.[Na+] (sodium triacetoxyborohydride), FC(C=1C=C(C(=O)N2C[C@@H]3N(C[C@H]2CC2=CNC4=CC=CC=C24)CC(CC3)=O)C=C(C1)C(F)(F)F)(F)F ((3R,9aR)-2-[3,5-bis(trifluoromethyl)benzoyl]-3-(1H-indol-3-ylmethyl)-octahydro-2H-pyrido[1,2-a]pyrazin-7-one), [OH-].[Na+] (sodium hydroxide). Run in O (water), C(C)(=O)O (acetic acid). Conditions: time 1 hour. Yields the product FC(C=1C=C(C=C(C1)C(F)(F)F)C(=O)N1C[C@@H]2N(C[C@H]1CC1=CNC3=CC=CC=C13)C[C@H](CC2)O)(F)F (3,5-bis(trifluoromethyl) phenyl-[(3R,7S,9aR)-7-hydroxy-3-(1H-indol-3-ylmethyl)-octahydropyrido[1,2-a]pyrazin-2-yl]-methanone). Isolated yield 101.4%. Reaction SMILES: [F:1][C:2]([F:37])([F:36])[C:3]1[CH:4]=[C:5]([CH:29]=[C:30]([C:32]([F:35])([F:34])[F:33])[CH:31]=1)[C:6]([N:8]1[C@H:13]([CH2:14][C:15]2[C:23]3[C:18](=[CH:19][CH:20]=[CH:21][CH:22]=3)[NH:17][CH:16]=2)[CH2:12][N:11]2[CH2:24][C:25](=[O:28])[CH2:26][CH2:27][C@@H:10]2[CH2:9]1)=[O:7].C(O[BH-](OC(=O)C)OC(=O)C)(=O)C.[Na+].[OH-].[Na+]>C(O)(=O)C.O>[F:37][C:2]([F:1])([F:36])[C:3]1[CH:4]=[C:5]([C:6]([N:8]2[C@H:13]([CH2:14][C:15]3[C:23]4[C:18](=[CH:19][CH:20]=[CH:21][CH:22]=4)[NH:17][CH:16]=3)[CH2:12][N:11]3[CH2:24][C@@H:25]([OH:28])[CH2:26][CH2:27][C@@H:10]3[CH2:9]2)=[O:7])[CH:29]=[C:30]([C:32]([F:35])([F:33])[F:34])[CH:31]=1 |f:1.2,3.4|. Procedure details: To a suspension of (3R,9aR)-2-[3,5-bis(trifluoromethyl)benzoyl]-3-(1H-indol-3-ylmethyl)-octahydro-2H-pyrido[1,2-a]pyrazin-7-one (5.6 g) in acetic acid (75 mL) was added sodium triacetoxyborohydride (6.78 g). The resulting mixture was stirred for one hour at room temperature then poured in water and basified with 2M sodium hydroxide (aq.). The formed precipitate was collected by filtration, washed with water, suspended in toluene and concentrated in vacuo to afford 3,5-bis(trifluoromethyl) phenyl...